This data is from the Open Reaction Database (ORD), a public repository of structured organic reaction records. The task is: describe an organic reaction: reactants, conditions, products, and yield As a reaction SMILES: [C:14]([Cl:15])([Cl:16])([Cl:17])[Cl:18].[N+:1](=[O:2])([O-:3])[c:4]1[cH:5][c:6]([CH3:13])[cH:7][cH:8][c:9]1[N+:10](=[O:11])[O-:12]>>[N+:1](=[O:2])([O-:3])[c:4]1[cH:5][c:6]([C:14]([Cl:15])([Cl:16])[Cl:18])[cH:7][cH:8][c:9]1[N+:10](=[O:11])[O-:12]. Yields the product O=[N+]([O-])c1ccc(C(Cl)(Cl)Cl)cc1[N+](=O)[O-]. Reactants: ClC(Cl)(Cl)Cl, Cc1ccc([N+](=O)[O-])c([N+](=O)[O-])c1.